This data is from the Open Reaction Database (ORD), a public repository of structured organic reaction records. The task is: describe an organic reaction: reactants, conditions, products, and yield Starting materials: C(C1=CC=CC=C1)OC1=CC=C(CO)C=C1 (4-benzyloxybenzyl alcohol), ClC(=O)OC(C)Cl (1-chloroethyl chloroformate), N1=CC=CC=C1 (pyridine). The solvent is C(Cl)Cl (CH2Cl2). Conditions: time 2 hour. The product is ClC(C)OC(OCC1=CC=C(C=C1)OCC1=CC=CC=C1)=O ((RS)-Carbonic acid 4-benzyloxy-benzyl ester 1-chloro-ethyl ester). Reaction SMILES: [CH2:1]([O:8][C:9]1[CH:16]=[CH:15][C:12]([CH2:13][OH:14])=[CH:11][CH:10]=1)[C:2]1[CH:7]=[CH:6][CH:5]=[CH:4][CH:3]=1.Cl[C:18]([O:20][CH:21]([Cl:23])[CH3:22])=[O:19].N1C=CC=CC=1>C(Cl)Cl>[Cl:23][CH:21]([O:20][C:18](=[O:19])[O:14][CH2:13][C:12]1[CH:11]=[CH:10][C:9]([O:8][CH2:1][C:2]2[CH:3]=[CH:4][CH:5]=[CH:6][CH:7]=2)=[CH:16][CH:15]=1)[CH3:22]. Reported procedure: A solution of 1.07 g (5.0 mmol) 4-benzyloxybenzyl alcohol and 0.786 g (5.5 mmol) 1-chloroethyl chloroformate in 25 ml CH2Cl2 is cooled to 0° C. and 0.435 g (5.5 mmol) pyridine added. After stirring at rt for 2 h the reaction mixture is quenched with 1N HCl, the organic phase separated and washed with sat. NaHCO3 solution and brine, dried over Na2SO4 and evaporated: 1.58 g (98%) (RS)-carbonic acid 4-benzyloxy-benzyl ester 1-chloro-ethyl ester as light yellow oil. 1H-NMR (CDCl3): 1.81 d, J=6 Hz, 3... Reactants: CCc1nc2c(cnn2CC)c(NC2CCOCC2)c1CNC(=O)c1ccc(CCCCCCCCBr)cc1, C1COCCN1, CN(C)C=O, CCN(C(C)C)C(C)C. The product is CCc1nc2c(cnn2CC)c(NC2CCOCC2)c1CNC(=O)c1ccc(CCCCCCCCN2CCOCC2)cc1. RXN SMILES: [Br:1][CH2:2][CH2:3][CH2:4][CH2:5][CH2:6][CH2:7][CH2:8][CH2:9][c:10]1[cH:11][cH:12][c:13]([C:14](=[O:15])[NH:16][CH2:17][c:18]2[c:19]([NH:31][CH:32]3[CH2:33][CH2:34][O:35][CH2:36][CH2:37]3)[c:20]3[c:21]([n:22][c:23]2[CH2:24][CH3:25])[n:26]([CH2:29][CH3:30])[n:27][cH:28]3)[cH:38][cH:39]1.[CH2:40]1[CH2:41][O:42][CH2:43][CH2:44][NH:45]1.[CH3:55][N:56]([CH3:57])[CH:58]=[O:59].[CH:46]([N:47]([CH2:48][CH3:49])[CH:50]([CH3:51])[CH3:52])([CH3:53])[CH3:54]>>[CH2:2]([CH2:3][CH2:4][CH2:5][CH2:6][CH2:7][CH2:8][CH2:9][c:10]1[cH:11][cH:12][c:13]([C:14](=[O:15])[NH:16][CH2:17][c:18]2[c:19]([NH:31][CH:32]3[CH2:33][CH2:34][O:35][CH2:36][CH2:37]3)[c:20]3[c:21]([n:22][c:23]2[CH2:24][CH3:25])[n:26]([CH2:29][CH3:30])[n:27][cH:28]3)[cH:38][cH:39]1)[N:45]1[CH2:40][CH2:41][O:42][CH2:43][CH2:44]1. The reactants are CN1C(=O)C(F)(F)CN(C2CCC2)c2nc(Nc3ccc(C(=O)NC4CCN(C(=O)OC(C)(C)C)CC4)cc3)ncc21, ClCCl, O=C(O)C(F)(F)F. The product is CN1C(=O)C(F)(F)CN(C2CCC2)c2nc(Nc3ccc(C(=O)NC4CCNCC4)cc3)ncc21. Reaction SMILES: [C:1]([O:2][C:3](=[O:4])[N:8]1[CH2:9][CH2:10][CH:11]([NH:14][C:15]([c:16]2[cH:17][cH:18][c:19]([NH:22][c:23]3[n:24][cH:25][c:26]4[c:27]([n:41]3)[N:28]([CH:37]3[CH2:38][CH2:39][CH2:40]3)[CH2:29][C:30]([F:35])([F:36])[C:31](=[O:34])[N:32]4[CH3:33])[cH:20][cH:21]2)=[O:42])[CH2:12][CH2:13]1)([CH3:5])([CH3:6])[CH3:7].[Cl:50][CH2:51][Cl:52].[OH:43][C:44]([C:45]([F:46])([F:47])[F:48])=[O:49]>>[NH:8]1[CH2:9][CH2:10][CH:11]([NH:14][C:15]([c:16]2[cH:17][cH:18][c:19]([NH:22][c:23]3[n:24][cH:25][c:26]4[c:27]([n:41]3)[N:28]([CH:37]3[CH2:38][CH2:39][CH2:40]3)[CH2:29][C:30]([F:35])([F:36])[C:31](=[O:34])[N:32]4[CH3:33])[cH:20][cH:21]2)=[O:42])[CH2:12][CH2:13]1. The reactants are ClC1=NC=C(C(=O)OCC)C(=C1)NC1CCC1 (Ethyl 6-chloro-4-(cyclobutylamino)nicotinate), O.NN (hydrazine hydrate). The solvent is C(C)O (ethanol). Run at temperature 80 celsius. Yields the product ClC1=NC=C(C(=O)NN)C(=C1)NC(C)C (6-chloro-4-(isopropylamino)nicotinohydrazide). RXN SMILES: [Cl:1][C:2]1[CH:12]=[C:11]([NH:13][CH:14]2[CH2:17]C[CH2:15]2)[C:5]([C:6](OCC)=[O:7])=[CH:4][N:3]=1.O.[NH2:19][NH2:20]>C(O)C>[Cl:1][C:2]1[CH:12]=[C:11]([NH:13][CH:14]([CH3:17])[CH3:15])[C:5]([C:6]([NH:19][NH2:20])=[O:7])=[CH:4][N:3]=1 |f:1.2|. Reported procedure: To a stirred solution of ethyl 6-chloro-4-(isopropylamino)nicotinate (2) (3 g, 12.39 mmol) in ethanol (10 mL), hydrazine hydrate (3 mL) was added and refluxed at 80° C. for 3 h. The reaction mixture was cooled and concentrated to obtain crude compound. The residue obtained was triturated with diethyl ether and hexane and filtered to get solid, 6-chloro-4-(isopropylamino)nicotinohydrazide (10). LC/MS: Acquity BEH C18 2.1×50 mm, 1.8 micron; Solvent A=0.1% TFA in water; Solvent B=0.1% TFA in ACN; g... The reactants are ICl (iodine monochloride), ClC1=CC=C(C=C1)C(CC(C(F)(F)F)=O)=O (1-(4-chlorophenyl)-4,4,4-trifluoro-1,3-butanedione), NC1=NNC=C1 (3-aminopyrazole), ClC1=CC=C(C=C1)C1=NC=2N(C(=C1)C(F)(F)F)N=CC2 (5-(4-chloro-phenyl)-7-trifluoromethyl-pyrazolo[1,5-a]pyrimidine), C(C)(=O)[O-].[Na+] (sodium acetate). Run in CCOC(=O)C (EtOAc), O (water), C(C)(=O)O (acetic acid), C(C)(=O)O (acetic acid), C(C)(=O)O (acetic acid). Conditions: temperature 23 celsius, time 30 minute. Product: ClC1=CC=C(C=C1)C1=NC=2N(C(=C1)C(F)(F)F)N=CC2I (5-(4-chloro-phenyl)-3-iodo-7-trifluoromethyl-pyrazolo[1,5-a]pyrimidine). Yield: 98.0%. Reaction SMILES: ClC1C=CC(C(=O)CC(=O)C(F)(F)F)=CC=1.NC1C=CNN=1.[Cl:23][C:24]1[CH:29]=[CH:28][C:27]([C:30]2[CH:35]=[C:34]([C:36]([F:39])([F:38])[F:37])[N:33]3[N:40]=[CH:41][CH:42]=[C:32]3[N:31]=2)=[CH:26][CH:25]=1.C([O-])(=O)C.[Na+].[I:48]Cl>C(O)(=O)C.O.CCOC(C)=O>[Cl:23][C:24]1[CH:29]=[CH:28][C:27]([C:30]2[CH:35]=[C:34]([C:36]([F:37])([F:39])[F:38])[N:33]3[N:40]=[CH:41][C:42]([I:48])=[C:32]3[N:31]=2)=[CH:26][CH:25]=1 |f:3.4|. Procedure: A mixture of commercially available 1-(4-chlorophenyl)-4,4,4-trifluoro-1,3-butanedione (8.65 g, 34.52 mmol) and commercially available 3-aminopyrazole (2.87 g, 34.52 mmol) in acetic acid (70 mL) was refluxed for 3 h (intermediate 5-(4-chloro-phenyl)-7-trifluoromethyl-pyrazolo[1,5-a]pyrimidine). Cooled to 23° C., added sodium acetate (3.54 g, 43.2 mmol) and a solution of iodine monochloride (2.11 mL, 41.4 mmol) in acetic acid (12 mL) was added dropwise, whereupon the reaction mixture solidified 2...